This data is from the Open Reaction Database (ORD), a public repository of structured organic reaction records. The task is: describe an organic reaction: reactants, conditions, products, and yield Reactants: ClC1=NC2=CC=CC=C2C(=N1)Cl (2,4-dichloroquinazoline), C1(CC1)N (cyclopropylamine), CC1=NNC(=C1)C (3,5-dimethylpyrazole). Product: Cl.C1(CC1)NC1=NC(=NC2=CC=CC=C12)N1N=C(C=C1C)C (Cyclopropyl-[2-(3,5-dimethyl-pyrazol-1-yl)-quinazolin-4-yl]-amine, Hydrochloride). Reaction SMILES: [Cl:1][C:2]1[N:11]=[C:10](Cl)[C:9]2[C:4](=[CH:5][CH:6]=[CH:7][CH:8]=2)[N:3]=1.[CH:13]1([NH2:16])[CH2:15][CH2:14]1.[CH3:17][C:18]1[CH:22]=[C:21]([CH3:23])[NH:20][N:19]=1>>[ClH:1].[CH:13]1([NH:16][C:10]2[C:9]3[C:4](=[CH:5][CH:6]=[CH:7][CH:8]=3)[N:3]=[C:2]([N:19]3[C:18]([CH3:17])=[CH:22][C:21]([CH3:23])=[N:20]3)[N:11]=2)[CH2:15][CH2:14]1 |f:3.4|. Procedure: Was prepared according to Method A from 2,4-dichloroquinazoline, cyclopropylamine and 3,5-dimethylpyrazole. Mp. 254° C. The reactants are compound, NC1=CC=C(C=C1)C=1C=C2CN(C(C2=CC1)=O)[C@H](C(=O)OC)C(C)C ((S)-Methyl 2-(5-(4-aminophenyl)-1-oxoisoindolin-2-yl)-3-methylbutanoate), C1(CCCCC1)S(=O)(=O)Cl (cyclohexyl sulfonyl chloride), compound, compound. Product: C1(CCCCC1)S(=O)(=O)NC1=CC=C(C=C1)C=1C=C2CN(C(C2=CC1)=O)[C@H](C(=O)OC)C(C)C ((S)-Methyl 2-(5-(4-(cyclohexanesulfonamido)phenyl)-1-oxoisoindolin-2-yl)-3-methylbutanoate). As a reaction SMILES: [NH2:1][C:2]1[CH:7]=[CH:6][C:5]([C:8]2[CH:9]=[C:10]3[C:14](=[CH:15][CH:16]=2)[C:13](=[O:17])[N:12]([C@@H:18]([CH:23]([CH3:25])[CH3:24])[C:19]([O:21][CH3:22])=[O:20])[CH2:11]3)=[CH:4][CH:3]=1.[CH:26]1([S:32](Cl)(=[O:34])=[O:33])[CH2:31][CH2:30][CH2:29][CH2:28][CH2:27]1>>[CH:26]1([S:32]([NH:1][C:2]2[CH:7]=[CH:6][C:5]([C:8]3[CH:9]=[C:10]4[C:14](=[CH:15][CH:16]=3)[C:13](=[O:17])[N:12]([C@@H:18]([CH:23]([CH3:25])[CH3:24])[C:19]([O:21][CH3:22])=[O:20])[CH2:11]4)=[CH:4][CH:3]=2)(=[O:34])=[O:33])[CH2:31][CH2:30][CH2:29][CH2:28][CH2:27]1. Procedure details: The compound of example 302 was prepared analogous to compound of example 284 by reaction of compound of example 223 with cyclohexyl sulfonyl chloride. The compound of example 302 was used directly without isolation, for the preparation of compound of example 303. Starting materials: COC=1C=C2C(=C(C(=NC2=CC1OC)CN1N=CN=C1)C(=O)OCC)C1=CC(=C(C=C1)OC(C)C)OC (ethyl 6,7-dimethoxy-4-(4-isopropoxy-3-methoxyphenyl)-2-(1,2,4-triazol-1-ylmethyl)quinoline-3-carboxylate), O (water). Reagents/catalysts: [Ti](Cl)(Cl)(Cl)Cl (Titanium tetrachloride). Run in ClCCl (dichloromethane). Reaction conditions: time 6 hour. The product is COC=1C=C2C(=C(C(=NC2=CC1OC)CN1N=CN=C1)C(=O)OCC)C1=CC(=C(C=C1)O)OC (ethyl 6,7-dimethoxy-4-(4-hydroxy-3-methoxyphenyl)-2-(1,2,4-triazol-1-ylmethyl)quinoline-3-carboxylate). The yield is 48.1%. RXN SMILES: [CH3:1][O:2][C:3]1[CH:4]=[C:5]2[C:10](=[CH:11][C:12]=1[O:13][CH3:14])[N:9]=[C:8]([CH2:15][N:16]1[CH:20]=[N:19][CH:18]=[N:17]1)[C:7]([C:21]([O:23][CH2:24][CH3:25])=[O:22])=[C:6]2[C:26]1[CH:31]=[CH:30][C:29]([O:32]C(C)C)=[C:28]([O:36][CH3:37])[CH:27]=1.O>ClCCl.[Ti](Cl)(Cl)(Cl)Cl>[CH3:1][O:2][C:3]1[CH:4]=[C:5]2[C:10](=[CH:11][C:12]=1[O:13][CH3:14])[N:9]=[C:8]([CH2:15][N:16]1[CH:20]=[N:19][CH:18]=[N:17]1)[C:7]([C:21]([O:23][CH2:24][CH3:25])=[O:22])=[C:6]2[C:26]1[CH:31]=[CH:30][C:29]([OH:32])=[C:28]([O:36][CH3:37])[CH:27]=1. Reported procedure: Titanium tetrachloride (TiCl4)(125 mg) was added at 0° C. to a solution of ethyl 6,7-dimethoxy-4-(4-isopropoxy-3-methoxyphenyl)-2-(1,2,4-triazol-1-ylmethyl)quinoline-3-carboxylate (55.6 mg) in dichloromethane (2 ml), and the mixture was stirred at the same temperature for 6 hours. The reaction mixture was poured into water and extracted with chloroform. The chloroform layer was washed with a saturated aqueous sodium carbonate solution and water, and dried over magnesium sulfate. The solvent was ... Starting materials: CC1=C(C=CC=C1)N1CCC=2C(=NC=3C(=CC=CC3C21)OC(F)(F)F)Cl (1-(2-Methylphenyl)-4-chloro-6-trifluoromethoxy-2,3-dihydropyrrolo[3,2-c]quinoline), CN (methylamine). The solvent is C(C)O (ethanol). Run at temperature 170 celsius. Product: CC1=C(C=CC=C1)N1CCC=2C(=NC=3C(=CC=CC3C21)OC(F)(F)F)NC (1-(2-methylphenyl)-4-methylamino-6-trifluoromethoxy-2,3-dihydropyrrolo[3,2-c]quinoline). As a reaction SMILES: [CH3:1][C:2]1[CH:7]=[CH:6][CH:5]=[CH:4][C:3]=1[N:8]1[C:20]2[C:19]3[CH:18]=[CH:17][CH:16]=[C:15]([O:21][C:22]([F:25])([F:24])[F:23])[C:14]=3[N:13]=[C:12](Cl)[C:11]=2[CH2:10][CH2:9]1.[CH3:27][NH2:28]>C(O)C>[CH3:1][C:2]1[CH:7]=[CH:6][CH:5]=[CH:4][C:3]=1[N:8]1[C:20]2[C:19]3[CH:18]=[CH:17][CH:16]=[C:15]([O:21][C:22]([F:25])([F:24])[F:23])[C:14]=3[N:13]=[C:12]([NH:28][CH3:27])[C:11]=2[CH2:10][CH2:9]1. Reported procedure: 1-(2-Methylphenyl)-4-chloro-6-trifluoromethoxy-2,3-dihydropyrrolo[3,2-c]quinoline(300 mg, 0.79 mmol) was dissolved in ethanol(1.0 ml) and aqueous solution of methylamine(40%, 5 ml) was added. The reaction mixture was refluxed in the pressure tube at 170° C. for 20 hours, and the solvent was removed by distillation under low pressure. The residue was diluted in dichloromethane(20 ml), washed with water(15 ml) for 3 times, dried over anhydrous magnesium sulfate, filtered and concentrated under red... Reactants: N1=C(C=CC=C1)OC1=CC=C(C(=O)OC)C=C1 (Methyl 4-(pyridin-2-yloxy)-benzoate), [Li+].[OH-] (LiOH), C1CCOC1 (THF), C(CC(O)(C(=O)O)CC(=O)O)(=O)O (citric acid). Run in O (H2O), CO (MeOH). Run at time 4 hour. Product: N1=C(C=CC=C1)OC1=CC=C(C(=O)O)C=C1 (4-(Pyridin-2-yloxy)-benzoic acid). Yield: 87.0%. Reaction SMILES: [N:1]1[CH:6]=[CH:5][CH:4]=[CH:3][C:2]=1[O:7][C:8]1[CH:17]=[CH:16][C:11]([C:12]([O:14]C)=[O:13])=[CH:10][CH:9]=1.[Li+].[OH-].C1COCC1.C(O)(=O)CC(CC(O)=O)(C(O)=O)O>O.CO>[N:1]1[CH:6]=[CH:5][CH:4]=[CH:3][C:2]=1[O:7][C:8]1[CH:17]=[CH:16][C:11]([C:12]([OH:14])=[O:13])=[CH:10][CH:9]=1 |f:1.2|. Procedure details: A mixture of 44b (430 mg, 1.87 mmol), LiOH (180 mg, 7.5 mmol), THF (3 mL), MeOH (3 mL), and H2O (3 mL) was stirred at room temperature for 4 h. Then the reaction mixture was acidified with 15% citric acid (10 mL). The mixture was extracted with EtOAc. The organic layer was washed with brine, dried over Na2SO4, and concentrated to give 44c (350 mg). Procedure: 30 g (214.3 mmol) of 1-2-thienyl-1-propanone are dissolved in 120 mL of ethylene glycol. 93 g (856 mmol) of trimethylsilyl chloride are then added. The reaction medium is stirred at room temperature for 24 hours. After treatment with water, the medium is extracted with ethyl acetate and the organic phases are then combined, dried and concentrated under reduced pressure. The residue obtained is purified by chromatography on a column of silica (eluent: 90 heptane/10 ethyl acetate). A yellow oil is... RXN SMILES: [S:1]1[CH:5]=[CH:4][CH:3]=[C:2]1[C:6](=[O:9])[CH2:7][CH3:8].C[Si](Cl)(C)C.[CH2:15](O)[CH2:16][OH:17]>>[CH2:7]([C:6]1([C:2]2[S:1][CH:5]=[CH:4][CH:3]=2)[O:17][CH2:16][CH2:15][O:9]1)[CH3:8]. The reactants are S1C(=CC=C1)C(CC)=O (1-2-thienyl-1-propanone), C(CO)O (ethylene glycol), C[Si](C)(C)Cl (trimethylsilyl chloride). Yields the product C(C)C1(OCCO1)C=1SC=CC1 (2-Ethyl-2-2-thienyl-[1,3]dioxolane). Conditions: time 24 hour. Reactants: CCOC(=O)CC1CCc2c1[nH]c1ccc(F)cc21, CO, CCOC(C)=O, Cl, [Na+], C1CCOC1, [OH-]. Yields the product O=C(O)CC1CCc2c1[nH]c1ccc(F)cc21. As a reaction SMILES: [CH2:1]([CH3:2])[O:3][C:4]([CH2:5][CH:6]1[CH2:7][CH2:8][c:9]2[c:10]1[nH:11][c:12]1[cH:13][cH:14][c:15]([F:18])[cH:16][c:17]21)=[O:19].[CH3:20][OH:21].[CH3:30][CH2:31][O:32][C:33](=[O:34])[CH3:35].[ClH:24].[Na+:23].[O:25]1[CH2:26][CH2:27][CH2:28][CH2:29]1.[OH-:22]>>[O:3]=[C:4]([CH2:5][CH:6]1[CH2:7][CH2:8][c:9]2[c:10]1[nH:11][c:12]1[cH:13][cH:14][c:15]([F:18])[cH:16][c:17]21)[OH:19].